This data is from the Open Reaction Database (ORD), a public repository of structured organic reaction records. The task is: describe an organic reaction: reactants, conditions, products, and yield Reactants: CCOC(=O)CCCCCCN(Cc1ccc(C=Cc2ccccc2)cc1)S(C)(=O)=O, CO, CCOC(C)=O. The product is CCOC(=O)CCCCCCN(Cc1ccc(CCc2ccccc2)cc1)S(C)(=O)=O. As a reaction SMILES: [CH2:1]([CH3:2])[O:3][C:4]([CH2:5][CH2:6][CH2:7][CH2:8][CH2:9][CH2:10][N:11]([CH2:12][c:13]1[cH:14][cH:15][c:16]([CH:19]=[CH:20][c:21]2[cH:22][cH:23][cH:24][cH:25][cH:26]2)[cH:17][cH:18]1)[S:27](=[O:28])(=[O:29])[CH3:30])=[O:31].[CH3:32][OH:33].[CH3:34][CH2:35][O:36][C:37]([CH3:38])=[O:39]>>[CH2:1]([CH3:2])[O:3][C:4]([CH2:5][CH2:6][CH2:7][CH2:8][CH2:9][CH2:10][N:11]([CH2:12][c:13]1[cH:14][cH:15][c:16]([CH2:19][CH2:20][c:21]2[cH:22][cH:23][cH:24][cH:25][cH:26]2)[cH:17][cH:18]1)[S:27](=[O:28])(=[O:29])[CH3:30])=[O:31]. Starting materials: [Cl-].N[N+]1=C(N(C(=C1)CO)N)C (1,3-diamino-4-(hydroxymethyl)-2-methylimidazolium chloride), S(=O)(Cl)Cl (thionyl chloride). The solvent is ClCCl (dichloromethane). Reaction conditions: time 3 day. Yields the product [Cl-].N[N+]1=C(N(C(=C1)CCl)N)C (1,3-diamino-4-(chloromethyl)-2-methylimidazolium chloride). As a reaction SMILES: [Cl-:1].[NH2:2][N+:3]1[CH:7]=[C:6]([CH2:8]O)[N:5]([NH2:10])[C:4]=1[CH3:11].S(Cl)([Cl:14])=O>ClCCl>[Cl-:14].[NH2:2][N+:3]1[CH:7]=[C:6]([CH2:8][Cl:1])[N:5]([NH2:10])[C:4]=1[CH3:11] |f:0.1,4.5|. Procedure details: 3.8 g (21.3 mmol) of 1,3-diamino-4-(hydroxymethyl)-2-methylimidazolium chloride are taken up in 200 ml of dichloromethane and treated with 2.56 g (21.3 mmol) of thionyl chloride. The mixture is stirred at room temperature for 3 days, the product is filtered off, washed with dichloromethane and dried at 40° in a high vacuum. There is obtained 1,3-diamino-4-(chloromethyl)-2-methylimidazolium chloride of melting point 163°-165°. Reactants: ClC1=C(OC(C(=O)O)C)C=CC=C1 (2-(2-chlorophenoxy)propionic acid), C(C)(C)OC(C)C (diisopropyl ether), [N+](=O)(O)[O-].O([N+](=O)[O-])CCN (2-nitroxyethylamine nitrate). Product: O([N+](=O)[O-])CCNC(C(C)OC1=C(C=CC=C1)Cl)=O (N-(2-Nitroxyethyl)-2-(2-chlorophenoxy)propanamide). Isolated yield 42.1%. RXN SMILES: [Cl:1][C:2]1[CH:13]=[CH:12][CH:11]=[CH:10][C:3]=1[O:4][CH:5]([CH3:9])[C:6]([OH:8])=O.[N+]([O-])(O)=O.[O:18]([CH2:22][CH2:23][NH2:24])[N+:19]([O-:21])=[O:20].C(OC(C)C)(C)C>>[O:18]([CH2:22][CH2:23][NH:24][C:6](=[O:8])[CH:5]([O:4][C:3]1[CH:10]=[CH:11][CH:12]=[CH:13][C:2]=1[Cl:1])[CH3:9])[N+:19]([O-:21])=[O:20] |f:1.2|. Procedure details: Following a similar treatment to that in Example 2 and using 0.71 g of 2-(2-chlorophenoxy)propionic acid and 0.6 g of 2-nitroxyethylamine nitrate, 0.43 g of the title compound was obtained as colorless needles (solvent for recrystallization; diisopropyl ether). Reported procedure: A solution of sodium ethoxide, prepared from 120 mg of sodium in ethanol (20 ml), was treated with acetylacetone (1 ml) and the resulting solution added to a solution of 3α-hydroxy-21-methylene-5α-pregnane-11,20-dione (500 mg) in ethanol (20 ml). The mixture was stirred at room temperature for 1 hour, poured into water, and extracted into ether. The extract was washed with water, dried (Na2SO4) and evaporated to a white foam which was purified by preparative t.l.c. (ethyl acetate/petrol) to give... As a reaction SMILES: [O-]CC.[Na+].[Na].[C:6]([CH2:9][C:10](=[O:12])[CH3:11])(=[O:8])[CH3:7].[OH:13][C@@H:14]1[CH2:34][CH2:33][C@@:32]2([CH3:35])[C@@H:16]([CH2:17][CH2:18][C@@H:19]3[C@@H:31]2[C:30](=[O:36])[CH2:29][C@@:28]2([CH3:37])[C@H:20]3[CH2:21][CH2:22][C@@H:23]2[C:24](=[O:27])[CH:25]=[CH2:26])[CH2:15]1>C(O)C.O>[C:6]([CH:9]([C:10](=[O:12])[CH3:11])[CH2:26][CH2:25][C:24](=[O:27])[C@@H:23]1[C@:28]2([CH3:37])[C@H:20]([C@H:19]3[C@H:31]([C:30](=[O:36])[CH2:29]2)[C@:32]2([CH3:35])[C@H:16]([CH2:15][C@H:14]([OH:13])[CH2:34][CH2:33]2)[CH2:17][CH2:18]3)[CH2:21][CH2:22]1)(=[O:8])[CH3:7] |f:0.1,^1:4|. Yields the product ethyl acetate petrol, C(C)(=O)C(CCC([C@H]1CC[C@H]2[C@@H]3CC[C@H]4C[C@@H](CC[C@]4(C)[C@H]3C(C[C@]12C)=O)O)=O)C(C)=O (21-(2', 2'-Diacetylethyl)-3α-hydroxy-5α-pregnane-11,20-dione). Run in O (water), C(C)O (ethanol), C(C)O (ethanol). The reactants are C(C)(=O)CC(C)=O (acetylacetone), O[C@H]1C[C@@H]2CC[C@H]3[C@@H]4CC[C@H](C(C=C)=O)[C@]4(CC([C@@H]3[C@]2(CC1)C)=O)C (3α-hydroxy-21-methylene-5α-pregnane-11,20-dione), [O-]CC.[Na+] (sodium ethoxide), [Na] (sodium). Reaction conditions: time 1 hour. The reactants are COC(C(C1=CC(=CC(=C1)F)F)=C1CN(C1)C(C1=CC=C(C=C1)Cl)C1=CC=C(C=C1)Cl)=O (methyl{1-[bis(4-chlorophenyl)methyl]azetidin-3-ylidene}(3,5-difluorophenyl)acetate), CC(C)C[AlH]CC(C)C (DIBAL-H), solution, O.O.O.O.O.O.O.O.O.O.S(=O)(=O)([O-])[O-].[Na+].[Na+] (sodium sulfate decahydrate). The solvent is hexanes, C(Cl)Cl (CH2Cl2), C1CCOC1 (THF). Run at temperature -78 celsius, time 1 hour. The product is ClC1=CC=C(C=C1)C(N1CC(C1)=C(CO)C1=CC(=CC(=C1)F)F)C1=CC=C(C=C1)Cl (2-{1-[bis(4-chlorophenyl)methyl]azetidin-3-ylidene}-2-(3,5-difluorophenyl)ethanol). As a reaction SMILES: C[O:2][C:3](=O)[C:4](=[C:13]1[CH2:16][N:15]([CH:17]([C:25]2[CH:30]=[CH:29][C:28]([Cl:31])=[CH:27][CH:26]=2)[C:18]2[CH:23]=[CH:22][C:21]([Cl:24])=[CH:20][CH:19]=2)[CH2:14]1)[C:5]1[CH:10]=[C:9]([F:11])[CH:8]=[C:7]([F:12])[CH:6]=1.CC(C[AlH]CC(C)C)C.O.O.O.O.O.O.O.O.O.O.S([O-])([O-])(=O)=O.[Na+].[Na+]>C(Cl)Cl.C1COCC1>[Cl:31][C:28]1[CH:29]=[CH:30][C:25]([CH:17]([C:18]2[CH:19]=[CH:20][C:21]([Cl:24])=[CH:22][CH:23]=2)[N:15]2[CH2:16][C:13](=[C:4]([C:5]3[CH:6]=[C:7]([F:12])[CH:8]=[C:9]([F:11])[CH:10]=3)[CH2:3][OH:2])[CH2:14]2)=[CH:26][CH:27]=1 |f:2.3.4.5.6.7.8.9.10.11.12.13.14|. Procedure: To a solution of 2.11 g (4.45 mmol) of methyl{1-[bis(4-chlorophenyl)methyl]azetidin-3-ylidene}(3,5-difluorophenyl)acetate in 40 mL of hexanes and 40 mL of CH2Cl2 was added a solution of 26.7 mL (26.7 mmol) of DIBAL-H (1M solution in THF followed by stirring for 1 h at −78° C. Then the reaction mixture was warmed to rt for 1.5 h and 8 g of sodium sulfate decahydrate was added to quench the reaction followed by stirring for 1 h at rt. The quenched reaction mixture was filtered and the organic laye...